Dataset: the Open Reaction Database (ORD), a public repository of structured organic reaction records. Task: describe an organic reaction: reactants, conditions, products, and yield Reactants: C1COCCN1, CS(C)=O, Cc1cc(F)ccc1[N+](=O)[O-], [K+], [K+], O=C([O-])[O-], O. The product is Cc1cc(N2CCOCC2)ccc1[N+](=O)[O-]. RXN SMILES: [CH2:12]1[CH2:13][O:14][CH2:15][CH2:16][NH:17]1.[CH3:25][S:26]([CH3:27])=[O:28].[F:1][c:2]1[cH:3][cH:4][c:5]([N+:9](=[O:10])[O-:11])[c:6]([CH3:8])[cH:7]1.[K+:18].[K+:19].[O-:20][C:21]([O-:22])=[O:23].[OH2:24]>>[c:2]1([N:17]2[CH2:12][CH2:13][O:14][CH2:15][CH2:16]2)[cH:3][cH:4][c:5]([N+:9](=[O:10])[O-:11])[c:6]([CH3:8])[cH:7]1. Reactants: CC(C)(C)OC(=O)N(Cc1ccccc1F)c1ccc(C(O)c2cn(S(=O)(=O)c3ccccc3)c3ncc(Cl)cc23)cn1, O=C([O-])[O-], ClCCl, [K+], [K+]. Product: CC(C)(C)OC(=O)N(Cc1ccccc1F)c1ccc(C(=O)c2cn(S(=O)(=O)c3ccccc3)c3ncc(Cl)cc23)cn1. As a reaction SMILES: [C:1]([CH3:2])([CH3:3])([CH3:4])[O:5][C:6]([N:7]([CH2:8][c:9]1[c:10]([F:15])[cH:11][cH:12][cH:13][cH:14]1)[c:16]1[n:17][cH:18][c:19]([CH:22]([OH:23])[c:24]2[cH:25][n:26]([S:34](=[O:35])(=[O:36])[c:37]3[cH:38][cH:39][cH:40][cH:41][cH:42]3)[c:27]3[n:28][cH:29][c:30]([Cl:33])[cH:31][c:32]23)[cH:20][cH:21]1)=[O:43].[C:44](=[O:45])([O-:46])[O-:47].[Cl:50][CH2:51][Cl:52].[K+:48].[K+:49]>>[C:1]([CH3:2])([CH3:3])([CH3:4])[O:5][C:6]([N:7]([CH2:8][c:9]1[c:10]([F:15])[cH:11][cH:12][cH:13][cH:14]1)[c:16]1[n:17][cH:18][c:19]([C:22](=[O:23])[c:24]2[cH:25][n:26]([S:34](=[O:35])(=[O:36])[c:37]3[cH:38][cH:39][cH:40][cH:41][cH:42]3)[c:27]3[n:28][cH:29][c:30]([Cl:33])[cH:31][c:32]23)[cH:20][cH:21]1)=[O:43]. Reactants: COC(=O)CBr, O=C([O-])[O-], CN(C)C=O, [Cl-], Cc1c(Cc2ccc(-n3cccn3)cc2)c(C(C)C)nc2c(F)ccc(O)c12, [K+], [K+], [NH4+], O. Yields the product COC(=O)COc1ccc(F)c2nc(C(C)C)c(Cc3ccc(-n4cccn4)cc3)c(C)c12. RXN SMILES: [Br:40][CH2:41][C:42](=[O:43])[O:44][CH3:45].[C:29](=[O:30])([O-:31])[O-:32].[CH3:35][N:36]([CH3:37])[CH:38]=[O:39].[Cl-:46].[F:1][c:2]1[cH:3][cH:4][c:5]([OH:28])[c:6]2[c:7]([CH3:27])[c:8]([CH2:15][c:16]3[cH:17][cH:18][c:19](-[n:22]4[n:23][cH:24][cH:25][cH:26]4)[cH:20][cH:21]3)[c:9]([CH:12]([CH3:13])[CH3:14])[n:10][c:11]12.[K+:33].[K+:34].[NH4+:47].[OH2:48]>>[F:1][c:2]1[cH:3][cH:4][c:5]([O:28][CH2:41][C:42](=[O:43])[O:44][CH3:45])[c:6]2[c:7]([CH3:27])[c:8]([CH2:15][c:16]3[cH:17][cH:18][c:19](-[n:22]4[n:23][cH:24][cH:25][cH:26]4)[cH:20][cH:21]3)[c:9]([CH:12]([CH3:13])[CH3:14])[n:10][c:11]12. Reactants: O=C([O-])[O-], CC(C)(C)[O-], CS(C)=O, Clc1cncc(Cl)c1, [K+], [K+], [K+], Nc1cc(O)c(F)cc1F, O. The product is Nc1cc(Oc2cncc(Cl)c2)c(F)cc1F. As a reaction SMILES: [C:25](=[O:26])([O-:27])[O-:28].[CH3:11][C:12]([CH3:13])([O-:14])[CH3:15].[CH3:31][S:32]([CH3:33])=[O:34].[Cl:17][c:18]1[cH:19][n:20][cH:21][c:22]([Cl:24])[cH:23]1.[K+:16].[K+:29].[K+:30].[NH2:1][c:2]1[c:3]([F:10])[cH:4][c:5]([F:9])[c:6]([OH:8])[cH:7]1.[OH2:35]>>[NH2:1][c:2]1[c:3]([F:10])[cH:4][c:5]([F:9])[c:6]([O:8][c:22]2[cH:21][n:20][cH:19][c:18]([Cl:17])[cH:23]2)[cH:7]1. RXN SMILES: [Br:1][c:2]1[cH:3][c:4](-[c:8]2[c:9]3[n:10]([n:11][c:12]([CH2:22][O:23][CH2:24][CH2:25][O:26][CH:27]4[CH2:28][CH2:29][CH2:30][CH2:31][O:32]4)[c:13]2[CH2:14][CH2:15][CH2:16][C:17](=[O:18])[O:19][CH2:20][CH3:21])[c:33]([CH2:36][CH3:37])[cH:34][cH:35]3)[cH:5][n:6][cH:7]1.[CH3:55][OH:56].[c:38]1([CH3:39])[cH:40][cH:41][c:42]([S:43]([O-:44])(=[O:45])=[O:46])[cH:47][cH:48]1.[nH+:49]1[cH:50][cH:51][cH:52][cH:53][cH:54]1>>[Br:1][c:2]1[cH:3][c:4](-[c:8]2[c:9]3[n:10]([n:11][c:12]([CH2:22][O:23][CH2:24][CH2:25][OH:26])[c:13]2[CH2:14][CH2:15][CH2:16][C:17](=[O:18])[O:19][CH2:20][CH3:21])[c:33]([CH2:36][CH3:37])[cH:34][cH:35]3)[cH:5][n:6][cH:7]1. Product: CCOC(=O)CCCc1c(COCCO)nn2c(CC)ccc2c1-c1cncc(Br)c1. Reactants: CCOC(=O)CCCc1c(COCCOC2CCCCO2)nn2c(CC)ccc2c1-c1cncc(Br)c1, CO, Cc1ccc(S(=O)(=O)[O-])cc1, c1cc[nH+]cc1. The reactants are [N+](=O)([O-])C=1C=NN(C1)COCC[Si](C)(C)C (4-nitro-1-(2-trimethylsilanylethoxymethyl)-1H-pyrazole), BrC1=C(C=CC(=C1)Cl)OC(F)F (2-bromo-4-chloro-1-difluoromethoxybenzene), C([O-])([O-])=O.[K+].[K+] (potassium carbonate), CC(C(=O)O)(C)C (trimethylacetic acid). The reagents and catalysts are C(C)(=O)[O-].[Pd+2].C(C)(=O)[O-] (palladium (II) acetate), C12(CC3CC(CC(C1)C3)C2)P(CCCC)C23CC1CC(CC(C2)C1)C3 (di-(adamantyl)-n-butylphosphine). The solvent is CC(=O)N(C)C (DMA). Conditions: temperature 130 celsius. Product: ClC=1C=CC(=C(C1)C1=C(C=NN1COCC[Si](C)(C)C)[N+](=O)[O-])OC(F)F (5-(5-chloro-2-difluoromethoxyphenyl)-4-nitro-1-(2-trimethylsilanylethoxymethyl)-1H-pyrazole). Isolated yield 77.8%. As a reaction SMILES: [N+:1]([C:4]1[CH:5]=[N:6][N:7]([CH2:9][O:10][CH2:11][CH2:12][Si:13]([CH3:16])([CH3:15])[CH3:14])[CH:8]=1)([O-:3])=[O:2].Br[C:18]1[CH:23]=[C:22]([Cl:24])[CH:21]=[CH:20][C:19]=1[O:25][CH:26]([F:28])[F:27].C(=O)([O-])[O-].[K+].[K+].CC(C)(C)C(O)=O>CC(N(C)C)=O.C([O-])(=O)C.[Pd+2].C([O-])(=O)C.C12(P(C34CC5CC(CC(C5)C3)C4)CCCC)CC3CC(CC(C3)C1)C2>[Cl:24][C:22]1[CH:23]=[CH:18][C:19]([O:25][CH:26]([F:27])[F:28])=[C:20]([C:8]2[N:7]([CH2:9][O:10][CH2:11][CH2:12][Si:13]([CH3:16])([CH3:15])[CH3:14])[N:6]=[CH:5][C:4]=2[N+:1]([O-:3])=[O:2])[CH:21]=1 |f:2.3.4,7.8.9|. Reported procedure: To a solution of 4-nitro-1-(2-trimethylsilanylethoxymethyl)-1H-pyrazole (preparation described in WO2011003065) (46.5 g, 191 mmol) in DMA (350 mL) was added 2-bromo-4-chloro-1-difluoromethoxybenzene (64.0 g, 248 mmol), palladium (II) acetate (2.15 g, 9.6 mmol), di-(adamantyl)-n-butylphosphine (5.0 g, 13.4 mmol), potassium carbonate (79.2 g, 573 mmol) and trimethylacetic acid (5.27 g, 51.6 mmol). The mixture was degassed with nitrogen for 10 minutes then heated at 130° C. for 8 hours. The reactio... Reactants: BrC1=C2CCC(C2=CC=C1OS(=O)(=O)C(F)(F)F)=O (trifluoro-methanesulfonic acid 4-bromo-1-oxo-indan-5-yl ester), CN(C=O)C (N,N-dimethylformamide). The reagents and catalysts are [C-]#N.[C-]#N.[Zn+2] (Zn(CN)2), C1(=CC=CC=C1)P([C-]1C=CC=C1)C1=CC=CC=C1.[C-]1(C=CC=C1)P(C1=CC=CC=C1)C1=CC=CC=C1.[Fe+2] (1,1′-bis(diphenylphosphino)-ferrocene). Reaction conditions: temperature 70 celsius, time 1 hour. The product is BrC1=C2CCC(C2=CC=C1C#N)=O (4-bromo-1-oxo-indan-5-carbonitrile). As a reaction SMILES: [Br:1][C:2]1[C:10](OS(C(F)(F)F)(=O)=O)=[CH:9][CH:8]=[C:7]2[C:3]=1[CH2:4][CH2:5][C:6]2=[O:19].[CH3:20][N:21](C)C=O>[C-]#N.[C-]#N.[Zn+2].C1(P(C2C=CC=CC=2)[C-]2C=CC=C2)C=CC=CC=1.[C-]1(P(C2C=CC=CC=2)C2C=CC=CC=2)C=CC=C1.[Fe+2]>[Br:1][C:2]1[C:10]([C:20]#[N:21])=[CH:9][CH:8]=[C:7]2[C:3]=1[CH2:4][CH2:5][C:6]2=[O:19] |f:2.3.4,5.6.7|. Procedure: Zn(CN)2 (0.60 g) and 1,1′-bis(diphenylphosphino)-ferrocene (0.92 g) are added to a solution of trifluoro-methanesulfonic acid 4-bromo-1-oxo-indan-5-yl ester (5.90 g) in N,N-dimethylformamide (30 mL) at room temperature. The mixture is purged with Ar for 5 min prior to addition of tris(dibenzylideneacetone)dipalladium(0) (760 mg). The mixture is heated to 70° C. and stirred at this temperature for 1 h. After cooling to room temperature, ethyl acetate is added and the resulting mixture is washed w... Starting materials: NC1C2CC3CC1CN(C3)C2, O=C(O)c1cccc2ccccc12. The product is O=C(NC1C2CC3CC1CN(C3)C2)c1cccc2ccccc12. As a reaction SMILES: [N:1]12[CH2:2][CH:3]3[CH:4]([NH2:11])[CH:5]([CH2:6][CH:7]([CH2:8]1)[CH2:9]3)[CH2:10]2.[OH:12][C:13](=[O:14])[c:15]1[cH:16][cH:17][cH:18][c:19]2[cH:20][cH:21][cH:22][cH:23][c:24]12>>[N:1]12[CH2:2][CH:3]3[CH:4]([NH:11][C:13](=[O:12])[c:15]4[cH:16][cH:17][cH:18][c:19]5[cH:20][cH:21][cH:22][cH:23][c:24]45)[CH:5]([CH2:6][CH:7]([CH2:8]1)[CH2:9]3)[CH2:10]2. Reported procedure: Prepared from the sulphonamide of intermediate 3 (500 mg, 1.3 mmol), 2-(1-piperazinyl)pyridine-4-boronic acid pinacol ester (580 mg, 2.0 mmol), tribasic potassium phosphate (427 mg, 2.0 mmol), and Pd(dppf)Cl2.DCM (50 mg, 0.06 mmol) in DMF (3.0 ml) and water (0.75 ml), according to the method of intermediate 11, to give the title compound as an off-white powder (412 mg, 0.89 mmol, 68%). δH (D-6 DMSO, 300K) 8.20 (1H, d J 5.2 Hz), 8.14 (1H, d J 1.7 Hz), 7.84 (1H, dd J 1.75 Hz 8.3 Hz), 7.79 (1H, d J... The reagents and catalysts are C1=CC=C(C=C1)P([C-]2C=CC=C2)C3=CC=CC=C3.C1=CC=C(C=C1)P([C-]2C=CC=C2)C3=CC=CC=C3.Cl[Pd]Cl.[Fe+2] (Pd(dppf)Cl2). Starting materials: sulphonamide, CN(S(=O)(=O)C1=CC=C(C=C1)C1=CC(=CC=C1)C=O)C=1C(=NN(C1C)C)C (3′-Formyl-biphenyl-4-sulfonic acid methyl-(1,3,5-trimethyl-1H-pyrazol-4-yl)-amide), N1(CCNCC1)C1=NC=CC(=C1)B1OC(C)(C)C(C)(C)O1 (2-(1-piperazinyl)pyridine-4-boronic acid pinacol ester), P(=O)([O-])([O-])[O-].[K+].[K+].[K+] (potassium phosphate), C(Cl)Cl (DCM), intermediate 11. RXN SMILES: C[N:2]([C:20]1[C:21]([CH3:27])=[N:22][N:23]([CH3:26])[C:24]=1[CH3:25])[S:3]([C:6]1[CH:11]=[CH:10][C:9](C2C=CC=C(C=O)C=2)=[CH:8][CH:7]=1)(=[O:5])=[O:4].[N:28]1([C:34]2[CH:39]=[C:38](B3OC(C)(C)C(C)(C)O3)[CH:37]=[CH:36][N:35]=2)[CH2:33][CH2:32][NH:31][CH2:30][CH2:29]1.P([O-])([O-])([O-])=O.[K+].[K+].[K+].C(Cl)[Cl:58]>CN(C=O)C.O.C1C=CC(P(C2C=CC=CC=2)[C-]2C=CC=C2)=CC=1.C1C=CC(P(C2C=CC=CC=2)[C-]2C=CC=C2)=CC=1.Cl[Pd]Cl.[Fe+2]>[Cl:58][C:11]1[CH:10]=[C:9]([C:38]2[CH:37]=[CH:36][N:35]=[C:34]([N:28]3[CH2:33][CH2:32][NH:31][CH2:30][CH2:29]3)[CH:39]=2)[CH:8]=[CH:7][C:6]=1[S:3]([NH:2][C:20]1[C:21]([CH3:27])=[N:22][N:23]([CH3:26])[C:24]=1[CH3:25])(=[O:4])=[O:5] |f:2.3.4.5,9.10.11.12|. The solvent is O (water), CN(C)C=O (DMF). Yield: 1483.3%. Yields the product ClC1=C(C=CC(=C1)C1=CC(=NC=C1)N1CCNCC1)S(=O)(=O)NC=1C(=NN(C1C)C)C (2-Chloro-4-(2-piperazin-1-yl-pyridin-4-yl)-N-(1,3,5-trimethyl-1H-pyrazol-4-yl)-benzenesulfonamide). The reactants are Cl.ClCC1=NC=CC(=C1C)SCC=1OC=CC1 (2-chloromethyl-4-(2-furylmethylthio)-3-methylpyridine hydrochloride), SC1=NC=CC=C1 (2-mercaptopyridine). The solvent is C(C)O (ethanol), [OH-].[Na+] (sodium hydroxide). Run at temperature 55 celsius, time 3.5 hour. Yields the product O1C(=CC=C1)CSC1=C(C(=NC=C1)CSC1=NC=CC=C1)C (4-(2-Furylmethylthio)-3-methyl-2-[(2-pyridinylthio)methyl]pyridine). RXN SMILES: Cl.Cl[CH2:3][C:4]1[C:9]([CH3:10])=[C:8]([S:11][CH2:12][C:13]2[O:14][CH:15]=[CH:16][CH:17]=2)[CH:7]=[CH:6][N:5]=1.[SH:18][C:19]1[CH:24]=[CH:23][CH:22]=[CH:21][N:20]=1>C(O)C.[OH-].[Na+]>[O:14]1[CH:15]=[CH:16][CH:17]=[C:13]1[CH2:12][S:11][C:8]1[CH:7]=[CH:6][N:5]=[C:4]([CH2:3][S:18][C:19]2[CH:24]=[CH:23][CH:22]=[CH:21][N:20]=2)[C:9]=1[CH3:10] |f:0.1,4.5|. Reported procedure: One equivalent (2.92 g) of 2-chloromethyl-4-(2-furylmethylthio)-3-methylpyridine hydrochloride (dissolved in 10 ml of water) is added dropwise at 40° C. in the course of 20 min. to a solution of 2-mercaptopyridine (1.12 g/10 mmol) in 40 ml of ethanol and 21 ml of 1 N sodium hydroxide solution. The mixture is then stirred for 2-3 h at 50-60° C. and for a further 3-4 h at RT.